This data is from the Open Reaction Database (ORD), a public repository of structured organic reaction records. The task is: describe an organic reaction: reactants, conditions, products, and yield Starting materials: ClC1=C(C(=O)N2C3=C(C4=C(CC2)C=NN4)SC=C3)C=CC(=C1)[N+](=O)[O-] (6-(2-chloro-4-nitro-benzoyl)-1,4,5,6-tetrahydropyrazolo[3,4-d]thieno[3,2-b]-azepine), [Sn](Cl)Cl (tin (II) chloride). The solvent is C(C)O (ethanol). Reaction conditions: temperature 80 celsius, time 1 hour. Yields the product ClC1=C(C(=O)N2C3=C(C4=C(CC2)C=NN4)SC=C3)C=CC(=C1)N (6-(2-Chloro-4-aminobenzoyl)-1,4,5,6-tetrahydropyrazolo[3,4-d]thieno[3.2-b]azepine). The yield is 93.6%. RXN SMILES: [Cl:1][C:2]1[CH:22]=[C:21]([N+:23]([O-])=O)[CH:20]=[CH:19][C:3]=1[C:4]([N:6]1[CH2:12][CH2:11][C:10]2[CH:13]=[N:14][NH:15][C:9]=2[C:8]2[S:16][CH:17]=[CH:18][C:7]1=2)=[O:5].[Sn](Cl)Cl>C(O)C>[Cl:1][C:2]1[CH:22]=[C:21]([NH2:23])[CH:20]=[CH:19][C:3]=1[C:4]([N:6]1[CH2:12][CH2:11][C:10]2[CH:13]=[N:14][NH:15][C:9]=2[C:8]2[S:16][CH:17]=[CH:18][C:7]1=2)=[O:5]. Reported procedure: A mixture of 1.8 g of 6-(2-chloro-4-nitro-benzoyl)-1,4,5,6-tetrahydropyrazolo[3,4-d]thieno[3,2-b]-azepine in 35 ml of absolute ethanol is added 5.42 g of tin (II) chloride followed by heating at reflux for 1 hour at 80° C. The volatiles are evaporated in vacuo to a residue which is partitioned between 150 ml of ethyl acetate and saturated aqueous NaHC3 the reactants are stirred at room temperature for 1 hour and filtered. The organic layer is separated and washed with 30 ml of brine, dried (Na2S...